From a dataset of the Open Reaction Database (ORD), a public repository of structured organic reaction records. describe an organic reaction: reactants, conditions, products, and yield Reactants: BrBr (Bromine), C1(=CC=CC=C1)N1N=CC2=C1NC(C=C2)=O (1-phenyl-1,7-dihydropyrazolo[3,4-b]pyridin-6-one). Solvent: C(C)(=O)O (acetic acid), O (water). Run at time 30 minute. The product is BrC1=CC2=C(NC1=O)N(N=C2)C2=CC=CC=C2 (5-bromo-1,7-dihydro-1-phenylpyrazolo[3,4-b]pyridin-6-one). The yield is 68.0%. RXN SMILES: [Br:1]Br.[C:3]1([N:9]2[C:13]3[NH:14][C:15](=[O:18])[CH:16]=[CH:17][C:12]=3[CH:11]=[N:10]2)[CH:8]=[CH:7][CH:6]=[CH:5][CH:4]=1>C(O)(=O)C.O>[Br:1][C:16]1[C:15](=[O:18])[NH:14][C:13]2[N:9]([C:3]3[CH:4]=[CH:5][CH:6]=[CH:7][CH:8]=3)[N:10]=[CH:11][C:12]=2[CH:17]=1. Procedure: Bromine (76 μl, 1.47 mmol) was added to a solution of 1-phenyl-1,7-dihydropyrazolo[3,4-b]pyridin-6-one (0.31 g, 1.47 mmol) in acetic acid (7 ml) and the mixture was stirred for 30 min. The suspension was diluted with water, stirred for 10 min and then the precipitate filtered off, washing with water. The product was dried in a desiccator at 40° C. under vacuum for 17 h to give 5-bromo-1,7-dihydro-1-phenylpyrazolo[3,4-b]pyridin-6-one (0.29 g, 68%) as a brown solid. δH (400 MHz; DMSO) 7.32-7.37 (1... Starting materials: C(=O)(OCC)C1=NN(C=C1O)C1=C(C=C(C=C1Cl)C(F)(F)F)Cl (3-Carboethoxy-1-(2,6-dichloro-4-trifluoromethylphenyl)-4-hydroxypyrazole), [H-].[Na+] (sodium hydride), ClC(=C(F)F)F (2-chloro-1,1,2-trifluoroethylene). The solvent is O1CCOCC1 (dioxan). Conditions: time 6 hour. Product: C(=O)(OCC)C1=NN(C=C1OC(C(F)Cl)(F)F)C1=C(C=C(C=C1Cl)C(F)(F)F)Cl ((RS)-3-carboethoxy-4-(2-chloro-1,1,2-trifluoroethoxy)-1-(2,6-dichloro-4-trifluoromethylphenyl)pyrazole). As a reaction SMILES: [C:1]([C:6]1[C:10]([OH:11])=[CH:9][N:8]([C:12]2[C:17]([Cl:18])=[CH:16][C:15]([C:19]([F:22])([F:21])[F:20])=[CH:14][C:13]=2[Cl:23])[N:7]=1)([O:3][CH2:4][CH3:5])=[O:2].[H-].[Na+].[Cl:26][C:27]([F:31])=[C:28]([F:30])[F:29]>O1CCOCC1>[C:1]([C:6]1[C:10]([O:11][C:28]([F:30])([F:29])[CH:27]([Cl:26])[F:31])=[CH:9][N:8]([C:12]2[C:17]([Cl:18])=[CH:16][C:15]([C:19]([F:20])([F:22])[F:21])=[CH:14][C:13]=2[Cl:23])[N:7]=1)([O:3][CH2:4][CH3:5])=[O:2] |f:1.2|. Reported procedure: 3-Carboethoxy-1-(2,6-dichloro-4-trifluoromethylphenyl)-4-hydroxypyrazole (2.0 g) was added to a stirred suspension of sodium hydride (80% dispersion in oil; 0.2 g) in dry dioxan (20 ml). When the resultant effervescence had subsided, the solution was heated to 80°-900 °C. and stirred while 2-chloro-1,1,2-trifluoroethylene was passed through. After 6 hours, the reaction was complete and the solvent was evaporated to dryness. The residue was dissolved in dilute hydrochloric acid (2M; 10 ml) and di...